From a dataset of the Open Reaction Database (ORD), a public repository of structured organic reaction records. describe an organic reaction: reactants, conditions, products, and yield Yields the product O=C1Nc2ccncc2C1=O. The reactants are C=CCN1C(=O)C(=O)c2cnccc21, Cc1ccccc1. Reaction SMILES: [CH2:1]([CH:2]=[CH2:3])[N:4]1[C:5](=[O:6])[C:7](=[O:8])[c:9]2[cH:10][n:11][cH:12][cH:13][c:14]21.[CH3:15][c:16]1[cH:17][cH:18][cH:19][cH:20][cH:21]1>>[NH:4]1[C:5](=[O:6])[C:7](=[O:8])[c:9]2[cH:10][n:11][cH:12][cH:13][c:14]21. Reactants: Cl.N[C@H](C(=O)N1CCC(CC1)O)CC=1N=CNC1 ((S)-2-Amino-1-(4-hydroxy-piperidin-1-yl)-3-(1H-imidazol-4-yl)-propan-1-one hydrochloride), ClC=1C=C2C=C(NC2=CC1)C(=O)O (5-chloro-1H-indole-2-carboxylic acid). Yields the product OC1CCN(CC1)C([C@H](CC=1N=CNC1)NC(=O)C=1NC2=CC=C(C=C2C1)Cl)=O (5-Chloro-1H-indole-2-carboxylic acid [2-(4-hydroxy-piperidin-1-yl)-(1S)-(1H-imidazol-4-ylmethyl)-2-oxo-ethyl]-amide). As a reaction SMILES: Cl.[NH2:2][C@@H:3]([CH2:13][C:14]1[N:15]=[CH:16][NH:17][CH:18]=1)[C:4]([N:6]1[CH2:11][CH2:10][CH:9]([OH:12])[CH2:8][CH2:7]1)=[O:5].[Cl:19][C:20]1[CH:21]=[C:22]2[C:26](=[CH:27][CH:28]=1)[NH:25][C:24]([C:29](O)=[O:30])=[CH:23]2>>[OH:12][CH:9]1[CH2:8][CH2:7][N:6]([C:4](=[O:5])[C@@H:3]([NH:2][C:29]([C:24]2[NH:25][C:26]3[C:22]([CH:23]=2)=[CH:21][C:20]([Cl:19])=[CH:28][CH:27]=3)=[O:30])[CH2:13][C:14]2[N:15]=[CH:16][NH:17][CH:18]=2)[CH2:11][CH2:10]1 |f:0.1|. Reported procedure: (S)-2-Amino-1-(4-hydroxy-piperidin-1-yl)-3-(1H-imidazol-4-yl)-propan-1-one hydrochloride (0.7 mmol) and 5-chloro-1H-indole-2-carboxylic acid (0.7 mmol) were coupled according to Procedure A (120 hour reaction time, acid wash omitted). The crude product was triturated twice with ether, with 1:1 ether-hexanes and the residue purified by chromatography on silica gel eluted with 5-20% ethanol in dichloromethane containing 0.5% ammonium hydroxide. Yield 232 mg, 81%; HPLC (40/60) 2.57 minutes (98%); P... The reactants are CC(C)(C)OC(=O)N1CCC(OS(C)(=O)=O)C1COS(C)(=O)=O, Cc1ccccc1, NCc1ccccc1. Product: CC(C)(C)OC(=O)N1CCC2C1CN2Cc1ccccc1. Reaction SMILES: [CH3:1][S:2]([O:3][CH:6]1[CH:7]([CH2:18][O:4][S:5]([CH3:19])(=[O:20])=[O:21])[N:8]([C:11](=[O:12])[O:13][C:14]([CH3:15])([CH3:16])[CH3:17])[CH2:9][CH2:10]1)(=[O:22])=[O:23].[CH3:32][c:33]1[cH:34][cH:35][cH:36][cH:37][cH:38]1.[NH2:24][CH2:25][c:26]1[cH:27][cH:28][cH:29][cH:30][cH:31]1>>[CH:6]12[CH:7]([N:8]([C:11](=[O:12])[O:13][C:14]([CH3:15])([CH3:16])[CH3:17])[CH2:9][CH2:10]1)[CH2:18][N:24]2[CH2:25][c:26]1[cH:27][cH:28][cH:29][cH:30][cH:31]1. Starting materials: [Si](C1=CC=CC=C1)(C1=CC=CC=C1)(C(C)(C)C)OCC1=CC=C(C(=C1N1C[C@H](O[C@H](C1)C)C)Cl)F ((2R,6S)-4-[6-({[tert-butyl(diphenyl)silyl]oxy}methyl)-2-chloro-3-fluorophenyl]-2,6-dimethylmorpholine), [Si](C1=CC=CC=C1)(C1=CC=CC=C1)(C(C)(C)C)OCC1=CC=C(C(=C1N1C[C@H](O[C@H](C1)C)C)Cl)F ((2R,6S)-4-[6-({[tert-butyl(diphenyl)silyl]oxy}methyl)-2-chloro-3-fluorophenyl]-2,6-dimethylmorpholine), CON(C(=O)C1=NC=NC=C1)C (N-methoxy-N-methylpyrimidine-4-carboxamide). The product is [Si](C1=CC=CC=C1)(C1=CC=CC=C1)(C(C)(C)C)OCC=1C(=C(C(=C(C1)C(=O)C1=NC=NC=C1)F)Cl)N1C[C@H](O[C@H](C1)C)C ({5-({[tert-butyl(diphenyl)silyl]oxy}methyl)-3-chloro-4-[(2R,6S)-2,6-dimethylmorpholin-4-yl]-2-fluorophenyl}(pyrimidin-4-yl)methanone). Reaction SMILES: [Si:1]([O:18][CH2:19][C:20]1[C:25]([N:26]2[CH2:31][C@H:30]([CH3:32])[O:29][C@H:28]([CH3:33])[CH2:27]2)=[C:24]([Cl:34])[C:23]([F:35])=[CH:22][CH:21]=1)([C:14]([CH3:17])([CH3:16])[CH3:15])([C:8]1[CH:13]=[CH:12][CH:11]=[CH:10][CH:9]=1)[C:2]1[CH:7]=[CH:6][CH:5]=[CH:4][CH:3]=1.CON(C)[C:39]([C:41]1[CH:46]=[CH:45][N:44]=[CH:43][N:42]=1)=[O:40]>>[Si:1]([O:18][CH2:19][C:20]1[C:25]([N:26]2[CH2:31][C@H:30]([CH3:32])[O:29][C@H:28]([CH3:33])[CH2:27]2)=[C:24]([Cl:34])[C:23]([F:35])=[C:22]([C:39]([C:41]2[CH:46]=[CH:45][N:44]=[CH:43][N:42]=2)=[O:40])[CH:21]=1)([C:14]([CH3:16])([CH3:17])[CH3:15])([C:2]1[CH:7]=[CH:6][CH:5]=[CH:4][CH:3]=1)[C:8]1[CH:13]=[CH:12][CH:11]=[CH:10][CH:9]=1. Reported procedure: Starting materials: (2R,6S)-4-[6-({[tert-butyl(diphenyl)silyl]oxy}methyl)-2-chloro-3-fluorophenyl]-2,6-dimethylmorpholine (Intermediate 42) and N-methoxy-N-methylpyrimidine-4-carboxamide